Task: describe an organic reaction: reactants, conditions, products, and yield. Dataset: the Open Reaction Database (ORD), a public repository of structured organic reaction records Reactants: CSC1C(C(CO[SiH](C)C)C(C)(C)C)C(=O)N1C(C(=O)OCc1ccc([N+](=O)[O-])cc1)=C1SCC(=O)S1, ClC(Cl)(Cl)Cl, ClCCl, Cl. Yields the product C[SiH](C)OCC(C1C(=O)N(C(C(=O)OCc2ccc([N+](=O)[O-])cc2)=C2SCC(=O)S2)C1Cl)C(C)(C)C. RXN SMILES: [C:2]([CH3:3])([CH3:4])([CH3:5])[CH:6]([CH2:7][O:8][SiH:9]([CH3:10])[CH3:11])[CH:12]1[C:13](=[O:38])[N:14]([C:18]([C:19](=[O:20])[O:21][CH2:22][c:23]2[cH:24][cH:25][c:26]([N+:29](=[O:30])[O-:31])[cH:27][cH:28]2)=[C:32]2[S:33][CH2:34][C:35](=[O:37])[S:36]2)[CH:15]1[S:16][CH3:17].[C:39]([Cl:40])([Cl:41])([Cl:42])[Cl:43].[CH2:44]([Cl:45])[Cl:46].[Cl:1]>>[C:2]([CH3:3])([CH3:4])([CH3:5])[CH:6]([CH2:7][O:8][SiH:9]([CH3:10])[CH3:11])[CH:12]1[C:13](=[O:38])[N:14]([C:18]([C:19](=[O:20])[O:21][CH2:22][c:23]2[cH:24][cH:25][c:26]([N+:29](=[O:30])[O-:31])[cH:27][cH:28]2)=[C:32]2[S:33][CH2:34][C:35](=[O:37])[S:36]2)[CH:15]1[Cl:40]. Starting materials: CN(C=O)C (dimethylformamide), C(C)(C)(C)N1N=CC(=C(C1=O)Br)S (2-tert.-butyl-4-bromo-5-mercapto-3(2H)-pyridazinone), C(C)(C)(C)C1=CC=C(CBr)C=C1 (4-tert.-butylbenzyl bromide), C([O-])([O-])=O.[Na+].[Na+] (sodium carbonate). Solvent: O (water). Conditions: temperature 80 celsius, time 4 hour. The product is C(C)(C)(C)N1N=CC(=C(C1=O)Br)SCC1=CC=C(C=C1)C(C)(C)C (2-tert.-butyl-4-bromo-5-(4-tert.-butylbenzylthio)-3(2H)-pyridazinone). The yield is 64.0%. Reaction SMILES: CN(C)C=O.[C:6]([N:10]1[C:15](=[O:16])[C:14]([Br:17])=[C:13]([SH:18])[CH:12]=[N:11]1)([CH3:9])([CH3:8])[CH3:7].[C:19]([C:23]1[CH:30]=[CH:29][C:26]([CH2:27]Br)=[CH:25][CH:24]=1)([CH3:22])([CH3:21])[CH3:20].C(=O)([O-])[O-].[Na+].[Na+]>O>[C:6]([N:10]1[C:15](=[O:16])[C:14]([Br:17])=[C:13]([S:18][CH2:27][C:26]2[CH:29]=[CH:30][C:23]([C:19]([CH3:22])([CH3:21])[CH3:20])=[CH:24][CH:25]=2)[CH:12]=[N:11]1)([CH3:9])([CH3:7])[CH3:8] |f:3.4.5|. Procedure details: To a dimethylformamide solution of 4.4 g of 2-tert.-butyl-4-bromo-5-mercapto-3(2H)-pyridazinone and 4.7 g of 4-tert.-butylbenzyl bromide was added 3.5 g of sodium carbonate. The resulting reaction liquid was stirred at 80° C. for 4 hours, allowed to cool to room temperature, incorporated with water and extracted with benzene. The benzene layer was washed with 3% aqueous solution of sodium hydroxide and then with water, dried and then freed of benzene by distillation to give yellowish brown solid... Starting materials: C(C)OC(C(NC(C(CCC1=CC=CC=C1)CSC(C)=O)=O)C=1SC(=CC1)CN1N=NC=C1)=O (2-[5-(1,2,3-triazol-1-ylmethyl)thien-2-yl]-N-[2-(acetylthiomethyl)-4-phenylbutyryl]glycine ethyl ester), CO (methanol). Run in C(Cl)(Cl)Cl (CHCl3). Product: N1(N=NC=C1)CC1=CC=C(S1)C(NC(C(CCC1=CC=CC=C1)CS)=O)C(=O)O (2-[5-(1,2,3-Triazol-1-ylmethyl)thien-2-yl]-N-[2-(mercaptomethyl)-4-phenylbutyryl]glycine). As a reaction SMILES: C([O:3][C:4](=[O:34])[CH:5]([C:23]1[S:24][C:25]([CH2:28][N:29]2[CH:33]=[CH:32][N:31]=[N:30]2)=[CH:26][CH:27]=1)[NH:6][C:7](=[O:22])[CH:8]([CH2:17][S:18]C(=O)C)[CH2:9][CH2:10][C:11]1[CH:16]=[CH:15][CH:14]=[CH:13][CH:12]=1)C.CO>C(Cl)(Cl)Cl>[N:29]1([CH2:28][C:25]2[S:24][C:23]([CH:5]([C:4]([OH:34])=[O:3])[NH:6][C:7](=[O:22])[CH:8]([CH2:17][SH:18])[CH2:9][CH2:10][C:11]3[CH:16]=[CH:15][CH:14]=[CH:13][CH:12]=3)=[CH:27][CH:26]=2)[CH:33]=[CH:32][N:31]=[N:30]1. Reported procedure: The title compound was prepared from 2-[5-(1,2,3-triazol-1-ylmethyl)thien-2-yl]-N-[2-(acetylthiomethyl)-4-phenylbutyryl]glycine ethyl ester (Description 57) by the procedure described in Example 24 except that the eluent used was 20% methanol indichloromethane. vmax (CHCl3) 3292, 1731, 1648 and 1602 cm-1. δ (CD3SOCD3) 1.70-1.82 (2H, m), 2.46-2.74 (5H, m), 5.22 (1H, d, J 6.85 Hz), 5.72 (2H, s), 6.85-7.31 (7H, m), 7.68 and 7.72 (1H, two s's), 8.11 and 8.14 (1H, two s's).